Dataset: the Open Reaction Database (ORD), a public repository of structured organic reaction records. Task: describe an organic reaction: reactants, conditions, products, and yield Reactants: COC(C1=CN=C(C=C1)\C=C\C=1C(=NOC1C)C1=CC=CC=C1)=O (6-[(E)-2-(5-methyl-3-phenyl-isoxazol-4-yl)-vinyl]-nicotinic acid methyl ester), NC1CCOCC1 (4-aminotetrahydropyran). Product: CC1=C(C(=NO1)C1=CC=CC=C1)/C=C/C1=NC=C(C(=O)NC2CCOCC2)C=C1 (6-[(E)-2-(5-Methyl-3-phenyl-isoxazol-4-yl)-vinyl]-N-(tetrahydro-pyran-4-yl)-nicotinamide). The yield is 77.0%. RXN SMILES: CO[C:3](=[O:24])[C:4]1[CH:9]=[CH:8][C:7](/[CH:10]=[CH:11]/[C:12]2[C:13]([C:18]3[CH:23]=[CH:22][CH:21]=[CH:20][CH:19]=3)=[N:14][O:15][C:16]=2[CH3:17])=[N:6][CH:5]=1.[NH2:25][CH:26]1[CH2:31][CH2:30][O:29][CH2:28][CH2:27]1>>[CH3:17][C:16]1[O:15][N:14]=[C:13]([C:18]2[CH:19]=[CH:20][CH:21]=[CH:22][CH:23]=2)[C:12]=1/[CH:11]=[CH:10]/[C:7]1[CH:8]=[CH:9][C:4]([C:3]([NH:25][CH:26]2[CH2:31][CH2:30][O:29][CH2:28][CH2:27]2)=[O:24])=[CH:5][N:6]=1. Reported procedure: As described in example 2, 6-[(E)-2-(5-methyl-3-phenyl-isoxazol-4-yl)-vinyl]-nicotinic acid methyl ester (200 mg, 0.62 mmol) instead of 6-[(E)-2-(5-methyl-3-phenyl-isoxazol-4-yl)-vinyl]-nicotinic acid methyl ester, and 4-aminotetrahydropyran instead of isopropylamine, was converted to the title compound (188 mg, 77%) which was obtained as a white solid after purification by chromatography (silica, dichloromethane:methanol 100:0 to 95:5). MS: m/e=390.4 [M+H]+.